Dataset: the Open Reaction Database (ORD), a public repository of structured organic reaction records. Task: describe an organic reaction: reactants, conditions, products, and yield Reactants: O=P12OP3(=O)OP(=O)(O1)OP(=O)(O2)O3 (P2O5). The reagents and catalysts are [Fe] (Fe). The solvent is O (water). Yields the product P(O)(O)(O)=O (phosphoric acid), O=P12OP3(=O)OP(=O)(O1)OP(=O)(O2)O3 (P2O5). Yield: 72.5%. RXN SMILES: [O:1]=[P:2]12[O:13][P:11]3([O:14][P:4]([O:6][P:7]([O:10]3)([O:9]1)=[O:8])(=[O:5])[O:3]2)=[O:12]>O.[Fe]>[P:2](=[O:1])([OH:13])([OH:9])[OH:3].[O:5]=[P:4]12[O:3][P:2]3([O:9][P:7]([O:10][P:11]([O:13]3)([O:14]1)=[O:12])(=[O:8])[O:6]2)=[O:1]. Reported procedure: A wet process acid of concentration and impurity content as in Ex. 6-9 has heated in a single cell as described above to 500° C. to give a suspension of concentrated acid of 82% P2O5, 2020 ppm Fe and 710 ppm Al, which was diluted with water and hydrolysed, then filtered to give a clear phosphoric acid of 72.5% P2O5 (of which 12% is poly P2O5). 55 parts of this acid were mixed with 37 parts of recycled third mother liquor and 8 parts of melted third crop of crystals (see below) and the mixture (c... The reactants are Cl.NC(CC(=O)OC)(C)C (methyl 3-amino-3-methyl-butyrate hydrochloride), CN (methyl amine). Product: CNC(CC(C)(C)N)=O (N-methyl-3-amino-3-methyl-butyramide). As a reaction SMILES: Cl.[NH2:2][C:3]([CH3:10])([CH3:9])[CH2:4][C:5](OC)=[O:6].[CH3:11][NH2:12]>>[CH3:11][NH:12][C:5](=[O:6])[CH2:4][C:3]([NH2:2])([CH3:10])[CH3:9] |f:0.1|. Procedure details: A mixture of methyl 3-amino-3-methyl-butyrate hydrochloride (10.5 g; 62.6 mmoles) and methyl amine (33% solution in ethanol; 55 ml) is refluxed for 18 hours. The solvent is evaporated, the crude is dissolved in methylene chloride (100 ml) and washed with a saturate aqueous solution of sodium chloride (10 ml). After drying over sodium sulphate and evaporation of the solvent to dryness, N-methyl-3-amino-3-methyl-butyramide is obtained; chromatographically pure colorless oil (T.L.C., eluent--methyl... Yield: 59.8%. Procedure: To a stirred solution of N-(6-phenyl-pyridin-3-yl)-malonamic acid (0.07 g, 0.00024 mole) in DMF (1 mL) was added DIPEA (0.153 g, 0.00120 mole), HOBt (0.039 g, 0.00029 mole) and EDCI.HCl (0.055 g, 0.00029 mole). After 2 minutes (2-bromo-phenylsulfanyl)-piperidin-4-yl-amine hydrochloride (0.088 g, 0.00028 mole) was added and the resulting mixture was stirred overnight. The reaction mixture was then diluted with cold water and the product was extracted with ethyl acetate. The organic layer was wash... Reactants: Cl.BrC1=C(C=CC=C1)SNC1CCNCC1 ((2-bromo-phenylsulfanyl)-piperidin-4-yl-amine hydrochloride), C1(=CC=CC=C1)C1=CC=C(C=N1)NC(CC(=O)O)=O (N-(6-phenyl-pyridin-3-yl)-malonamic acid), CCN(C(C)C)C(C)C (DIPEA), C=1C=CC2=C(C1)N=NN2O (HOBt), CCN=C=NCCCN(C)C.Cl (EDCI.HCl). Yields the product BrC1=C(C=CC=C1)SC1CCN(CC1)C(CC(=O)NC=1C=NC(=CC1)C1=CC=CC=C1)=O (3-[4-(2-bromo-phenylsulfanyl)-piperidin-1-yl]-3-oxo-N-(6-phenyl-pyridin-3-yl)-propionamide). Conditions: time 8 hour. Reaction SMILES: [C:1]1([C:7]2[N:12]=[CH:11][C:10]([NH:13][C:14](=[O:19])[CH2:15][C:16]([OH:18])=O)=[CH:9][CH:8]=2)[CH:6]=[CH:5][CH:4]=[CH:3][CH:2]=1.CCN(C(C)C)C(C)C.[CH:29]1[CH:30]=[CH:31]C2N(O)N=[N:35][C:33]=2[CH:34]=1.CCN=C=NCCCN(C)C.Cl.Cl.[Br:52][C:53]1[CH:58]=[CH:57][CH:56]=[CH:55][C:54]=1[S:59]NC1CCNCC1>CN(C=O)C.O>[Br:52][C:53]1[CH:58]=[CH:57][CH:56]=[CH:55][C:54]=1[S:59][CH:29]1[CH2:30][CH2:31][N:35]([C:16](=[O:18])[CH2:15][C:14]([NH:13][C:10]2[CH:11]=[N:12][C:7]([C:1]3[CH:2]=[CH:3][CH:4]=[CH:5][CH:6]=3)=[CH:8][CH:9]=2)=[O:19])[CH2:33][CH2:34]1 |f:3.4,5.6|. Run in CN(C)C=O (DMF), O (water).